From a dataset of the Open Reaction Database (ORD), a public repository of structured organic reaction records. describe an organic reaction: reactants, conditions, products, and yield The reactants are C(C1=CC=CC=C1)NC(=O)C=1SC=CC1NC=1C2=C(N=CN1)NC=C2 (3-(7H-pyrrolo[2,3-d]pyrimidin-4-ylamino)-thiophene-2-carboxylic acid benzylamide), C(CC1=CC=CC=C1)N (phenethylamine). Yields the product C(CC1=CC=CC=C1)NC(=O)C=1SC=CC1NC=1C2=C(N=CN1)NC=C2 (3-(7H-Pyrrolo[2,3-d]pyrimidin-4-ylamino)-thiophene-2-carboxylic acid phenethylamide). Reaction SMILES: C([NH:8][C:9]([C:11]1[S:12][CH:13]=[CH:14][C:15]=1[NH:16][C:17]1[C:18]2[CH:25]=[CH:24][NH:23][C:19]=2[N:20]=[CH:21][N:22]=1)=[O:10])C1C=CC=CC=1.[CH2:26](N)[CH2:27][C:28]1[CH:33]=[CH:32][CH:31]=[CH:30][CH:29]=1>>[CH2:26]([NH:8][C:9]([C:11]1[S:12][CH:13]=[CH:14][C:15]=1[NH:16][C:17]1[C:18]2[CH:25]=[CH:24][NH:23][C:19]=2[N:20]=[CH:21][N:22]=1)=[O:10])[CH2:27][C:28]1[CH:33]=[CH:32][CH:31]=[CH:30][CH:29]=1. Reported procedure: The title compound was prepared in an analogous manner as 3-(7H-pyrrolo[2,3-d]pyrimidin-4-ylamino)-thiophene-2-carboxylic acid benzylamide using phenethylamine instead of benzylamine and obtained in 25% (HPLC: 90%, RT: 6.36 min). 1H NMR (DMSO-d6) 11.96 (br s, 1H), 11.38 (s, 1H), 8.47 (d, J=5.5 Hz, 1H), 8.38 (s, 1H), 8.32 (t, J=5.5 Hz, 1H), 7.75 (d, J=5.1 Hz, 1H), 7.36 (dd, J=3.7, 2.6 Hz, 1H), 7.33-7.18 (m, 5H), 6.46 (dd, J=3.7, 1.8 Hz, 1H), 3.54-3.47 (m, 2H), 2.87 (dd, J=8.1, 7.0 Hz, 2H); MS (m/... The reactants are Cl.O1CCOCC1 (hydrochloric acid dioxane), COC1=CC=C(CCN2[C@H](CCCC2)CN2C3=C(OCC4=C2C=CC=C4)C=CC=C3)C=C1 ((R)-5,11-dihydro-5-[1-(4-methoxyphenethyl)piperidine-2-ylmethyl] dibenzo[b,e][1,4]oxazepine). Run in ClCCl (dichloromethane). Conditions: time 2 hour. The product is Cl.COC1=CC=C(CCN2[C@H](CCCC2)CN2C3=C(OCC4=C2C=CC=C4)C=CC=C3)C=C1 ((R)-5,11-Dihydro-5-[1-(4-methoxyphenethyl)piperidine-2-ylmethyl] dibenzo[b,e][1,4]oxazepine Hydrochloride), solid. The yield is 73.0%. RXN SMILES: [ClH:1].O1CCOCC1.[CH3:8][O:9][C:10]1[CH:39]=[CH:38][C:13]([CH2:14][CH2:15][N:16]2[CH2:21][CH2:20][CH2:19][CH2:18][C@@H:17]2[CH2:22][N:23]2[C:29]3[CH:30]=[CH:31][CH:32]=[CH:33][C:28]=3[CH2:27][O:26][C:25]3[CH:34]=[CH:35][CH:36]=[CH:37][C:24]2=3)=[CH:12][CH:11]=1>ClCCl>[ClH:1].[CH3:8][O:9][C:10]1[CH:11]=[CH:12][C:13]([CH2:14][CH2:15][N:16]2[CH2:21][CH2:20][CH2:19][CH2:18][C@@H:17]2[CH2:22][N:23]2[C:29]3[CH:30]=[CH:31][CH:32]=[CH:33][C:28]=3[CH2:27][O:26][C:25]3[CH:34]=[CH:35][CH:36]=[CH:37][C:24]2=3)=[CH:38][CH:39]=1 |f:0.1,4.5|. Procedure: 3.0 ml of 4 M hydrochloric acid/dioxane was added to a solution of (R)-5,11-dihydro-5-[1-(4-methoxyphenethyl)piperidine-2-ylmethyl] dibenzo[b,e][1,4]oxazepine (0.63 g) in dichloromethane (10 ml), and they were stirred for 2 hours. The solvent was evaporated under reduced pressure. The obtained residue was recrystallized from a mixed solvent of acetone and ether to obtain the title compound in the form of a white solid (496 mg, 73%). The reactants are CC(C)(C)OC(=O)NCCOCCO, COCCOCC(O)c1cc(CCCOc2c(C)cc(-c3ccccc3)cc2C)on1. Yields the product COCCOCC(NC(=O)OC(C)(C)C)c1cc(CCCOc2c(C)cc(-c3ccccc3)cc2C)on1. Reaction SMILES: [C:1]([CH3:2])([CH3:3])([CH3:4])[O:5][C:6](=[O:7])[NH:8][CH2:9][CH2:10][O:11][CH2:12][CH2:13][OH:14].[OH:15][CH:16]([CH2:17][O:18][CH2:19][CH2:20][O:21][CH3:22])[c:23]1[n:24][o:25][c:26]([CH2:28][CH2:29][CH2:30][O:31][c:32]2[c:33]([CH3:45])[cH:34][c:35](-[c:39]3[cH:40][cH:41][cH:42][cH:43][cH:44]3)[cH:36][c:37]2[CH3:38])[cH:27]1>>[C:1]([CH3:2])([CH3:3])([CH3:4])[O:5][C:6](=[O:7])[NH:8][CH:16]([CH2:17][O:18][CH2:19][CH2:20][O:21][CH3:22])[c:23]1[n:24][o:25][c:26]([CH2:28][CH2:29][CH2:30][O:31][c:32]2[c:33]([CH3:45])[cH:34][c:35](-[c:39]3[cH:40][cH:41][cH:42][cH:43][cH:44]3)[cH:36][c:37]2[CH3:38])[cH:27]1. Starting materials: C1(CCCC1)=O (cyclopentanone), CC=1C=CC(=CC1)S(=O)(=O)O (PTSA), [O-]S(=O)(=O)[O-].[Mg+2] (MgSO4), Cl.Cl.CNC1=C(SC(=C1)C=1C=NNC1)C(=O)N (3-(methylamino)-5-(1H-pyrazol-4-yl)thiophene-2-carboxamide dihydrochloride), C(=O)(O)[O-].[Na+] (NaHCO3), C(=O)(O)[O-].[Na+] (NaHCO3). The solvent is CN(C)C=O (DMF), CCOC(=O)C (EtOAc). Yields the product CN1C2(NC(C3=C1C=C(S3)C=3C=NNC3)=O)CCCC2 (1′-methyl-6′-(1H-pyrazol-4-yl)-1′H-spiro [cyclopentane-1,2′-thieno[3,2-d]pyrimidin]-4′(3′H)-one). The yield is 53.3%. As a reaction SMILES: Cl.Cl.[CH3:3][NH:4][C:5]1[CH:9]=[C:8]([C:10]2[CH:11]=[N:12][NH:13][CH:14]=2)[S:7][C:6]=1[C:15]([NH2:17])=[O:16].C([O-])(O)=O.[Na+].[C:23]1(=O)[CH2:27][CH2:26][CH2:25][CH2:24]1.CC1C=CC(S(O)(=O)=O)=CC=1.[O-]S([O-])(=O)=O.[Mg+2]>CN(C=O)C.CCOC(C)=O>[CH3:3][N:4]1[C:5]2[CH:9]=[C:8]([C:10]3[CH:14]=[N:13][NH:12][CH:11]=3)[S:7][C:6]=2[C:15](=[O:16])[NH:17][C:23]21[CH2:27][CH2:26][CH2:25][CH2:24]2 |f:0.1.2,3.4,7.8|. Reported procedure: A mixture of 3-(methylamino)-5-(1H-pyrazol-4-yl)thiophene-2-carboxamide dihydrochloride (145 mg, 0.491 mmol), saturated aqueous NaHCO3 (50 mL) and EtOAc (50 mL) was shaken well. The organic layer was collected, dried over MgSO4, filtered and concentrated under reduced pressure. This residue was mixed with cyclopentanone (2.00 mL, 22.6 mmol), PTSA (9.34 mg, 0.049 mmol), MgSO4 (118 mg, 0.982 mmol) and DMF (2 mL). This mixture was stirred at 80° C. overnight. The mixture was poured into saturated a... Reaction SMILES: C[O:2][C:3](=[O:32])[CH2:4][CH2:5][CH2:6][N:7]1[CH2:11][CH2:10][CH2:9][C@@H:8]1[CH2:12][O:13][C:14]1[CH:19]=[CH:18][C:17]([CH2:20][C:21]2[CH:26]=[CH:25][C:24]([C:27]3[CH:31]=[CH:30][S:29][CH:28]=3)=[CH:23][CH:22]=2)=[CH:16][CH:15]=1.O.[ClH:34]>>[ClH:34].[S:29]1[CH:30]=[CH:31][C:27]([C:24]2[CH:23]=[CH:22][C:21]([CH2:20][C:17]3[CH:18]=[CH:19][C:14]([O:13][CH2:12][C@H:8]4[CH2:9][CH2:10][CH2:11][N:7]4[CH2:6][CH2:5][CH2:4][C:3]([OH:32])=[O:2])=[CH:15][CH:16]=3)=[CH:26][CH:25]=2)=[CH:28]1 |f:3.4|. Procedure: To a 20 mL vial which contained a solution of the product from step 1 (155 mg, 0.35 mmol) in HCl (4 N in dioxane 4 mL) was added water (0.5 mL) at 0° C. The mixture was allowed to warm to rt and stir at rt for 24 h. The solvent was removed to yield the crude which was purified by recrystallization from THF-ether to afford the title product (125 mg, 75%); LCMS; 100%, APCI+, Calcd: 435.6. Found m/z: 436.5, (M+1). 1H NMR (400 MHz, DMSO-d6); δ 1.74-2.08 (m, 5H), 2.15-2.26 (m, 1H), 2.31-2.40 (m, 2H),... The product is Cl.S1C=C(C=C1)C1=CC=C(CC2=CC=C(OC[C@@H]3N(CCC3)CCCC(=O)O)C=C2)C=C1 (4-{(R)-2-[4-(4-Thiophen-3-yl-benzyl)-phenoxymethyl]-pyrrolidin-1-yl}-butyric acid hydrogen chloride salt). Conditions: time 24 hour. Isolated yield 75.0%. The reactants are COC(CCCN1[C@H](CCC1)COC1=CC=C(C=C1)CC1=CC=C(C=C1)C1=CSC=C1)=O (4-{(R)-2-[4-(4-Thiophen-3-yl-benzyl)-phenoxymethyl]-pyrrolidin-1-yl}-butyric acid methyl ester), O (water), Cl (HCl). Procedure: By using 2-(2-thienyl)-ethyl 2-cyano-3-(3,4,5-trihydroxyphenyl)-2-propenoate in lieu of phenyl 2-cyano-3-(3,4-dihydroxyphenyl)-2-propenoate and changing the amount of ethyl chloroformate to 3.3 equivalents in the process of Example 1, the title compound was obtained. The product is C(#N)C(C(=O)OCCC=1SC=CC1)=CC1=CC(=C(C(=C1)OC(=O)OCC)OC(=O)OCC)OC(=O)OCC (2-(2-thienyl)-ethyl 2-cyano-3-(3,4,5-triethoxycarbonyloxyphenyl)-2-propenoate). RXN SMILES: [C:1]([C:3](=[CH:14][C:15]1[CH:20]=[C:19]([OH:21])[C:18]([OH:22])=[C:17]([OH:23])[CH:16]=1)[C:4]([O:6][CH2:7][CH2:8][C:9]1[S:10][CH:11]=[CH:12][CH:13]=1)=[O:5])#[N:2].C(C(=CC1C=CC(O)=C(O)C=1)[C:27]([O:29][C:30]1[CH:35]=CC=CC=1)=[O:28])#N.Cl[C:46]([O:48][CH2:49][CH3:50])=[O:47]>>[C:1]([C:3](=[CH:14][C:15]1[CH:16]=[C:17]([O:23][C:46]([O:48][CH2:49][CH3:50])=[O:47])[C:18]([O:22][C:4]([O:6][CH2:7][CH3:8])=[O:5])=[C:19]([O:21][C:27]([O:29][CH2:30][CH3:35])=[O:28])[CH:20]=1)[C:4]([O:6][CH2:7][CH2:8][C:9]1[S:10][CH:11]=[CH:12][CH:13]=1)=[O:5])#[N:2]. Starting materials: C(#N)C(C(=O)OCCC=1SC=CC1)=CC1=CC(=C(C(=C1)O)O)O (2-(2-thienyl)-ethyl 2-cyano-3-(3,4,5-trihydroxyphenyl)-2-propenoate), C(#N)C(C(=O)OC1=CC=CC=C1)=CC1=CC(=C(C=C1)O)O (phenyl 2-cyano-3-(3,4-dihydroxyphenyl)-2-propenoate), ClC(=O)OCC (ethyl chloroformate). Reactants: O=C(Cl)c1ccccc1, Cc1ccccc1-c1nnc(C(C)(C)Nc2ccccc2)n1C, ClC(Cl)Cl, Cl, c1ccncc1. Yields the product Cc1ccccc1-c1nnc(C(C)(C)N(C(=O)c2ccccc2)c2ccccc2)n1C. Reaction SMILES: [C:1]([c:2]1[cH:3][cH:4][cH:5][cH:6][cH:7]1)(=[O:8])[Cl:9].[CH3:16][C:17]([CH3:18])([c:19]1[n:20][n:21][c:22](-[c:25]2[c:26]([CH3:31])[cH:27][cH:28][cH:29][cH:30]2)[n:23]1[CH3:24])[NH:32][c:33]1[cH:34][cH:35][cH:36][cH:37][cH:38]1.[CH:40]([Cl:41])([Cl:42])[Cl:43].[ClH:39].[cH:10]1[cH:11][cH:12][n:13][cH:14][cH:15]1>>[C:1]([c:2]1[cH:3][cH:4][cH:5][cH:6][cH:7]1)(=[O:8])[N:32]([C:17]([CH3:16])([CH3:18])[c:19]1[n:20][n:21][c:22](-[c:25]2[c:26]([CH3:31])[cH:27][cH:28][cH:29][cH:30]2)[n:23]1[CH3:24])[c:33]1[cH:34][cH:35][cH:36][cH:37][cH:38]1.